The task is: describe an organic reaction: reactants, conditions, products, and yield. This data is from the Open Reaction Database (ORD), a public repository of structured organic reaction records. The reactants are P(Br)(Br)Br (PBr3), C(C1=CC=CC=C1)OC(NC1=C(C=C(C=C1)CO)F)=O ((2-fluoro-4-hydroxymethyl-phenyl)-carbamic acid benzyl ester), P(Br)(Br)Br (Phosphorous tribromide). Run in CCOCC (Et2O), C(C)OCC (diethylether). Conditions: time 45 minute. Yields the product C(C1=CC=CC=C1)OC(NC1=C(C=C(C=C1)CBr)F)=O ((4-Bromomethyl-2-fluoro-phenyl)-carbamic acid benzyl ester). Reaction SMILES: P(Br)(Br)[Br:2].[CH2:5]([O:12][C:13](=[O:24])[NH:14][C:15]1[CH:20]=[CH:19][C:18]([CH2:21]O)=[CH:17][C:16]=1[F:23])[C:6]1[CH:11]=[CH:10][CH:9]=[CH:8][CH:7]=1>CCOCC>[CH2:5]([O:12][C:13](=[O:24])[NH:14][C:15]1[CH:20]=[CH:19][C:18]([CH2:21][Br:2])=[CH:17][C:16]=1[F:23])[C:6]1[CH:11]=[CH:10][CH:9]=[CH:8][CH:7]=1. Procedure: Phosphorous tribromide (20.9 mL, 218 mmol) was added to diethylether (700 mL) at 0° C. To the PBr3 solution was added dropwise (2-fluoro-4-hydroxymethyl-phenyl)-carbamic acid benzyl ester (36.5 g, 133 mmol) in Et2O (400 mL) at 0° C. over 1 h. The reaction mixture was stirred at room temperature for 45 min and was carefully quenched at 0° C. with MeOH (100 mL). The reaction mixture was diluted with aq. NaHCO3 solution and extracted with EtOAc. The combined organic phases were washed with brine, d... Starting materials: COC(C(C(=O)OC)(C)C1=C(C=C(C=C1)Br)[N+](=O)[O-])=O (2-(4-bromo-2-nitro-phenyl)-2-methyl-malonic acid dimethyl ester). The reagents and catalysts are [Fe] (iron), [Fe] (iron). Run in CC(=O)O (AcOH). Conditions: temperature 95 celsius, time 1 hour. The product is COC(=O)C1(C(NC2=CC(=CC=C12)Br)=O)C (6-Bromo-3-methyl-2-oxo-2,3-dihydro-1H-indole-3-carboxylic acid methyl ester). Yield: 66.0%. Reaction SMILES: [CH3:1][O:2][C:3](=[O:20])[C:4]([C:10]1[CH:15]=[CH:14][C:13]([Br:16])=[CH:12][C:11]=1[N+:17]([O-])=O)([CH3:9])[C:5](OC)=[O:6]>CC(O)=O.[Fe]>[CH3:1][O:2][C:3]([C:4]1([CH3:9])[C:10]2[C:11](=[CH:12][C:13]([Br:16])=[CH:14][CH:15]=2)[NH:17][C:5]1=[O:6])=[O:20]. Procedure: A mixture of 2-(4-bromo-2-nitro-phenyl)-2-methyl-malonic acid dimethyl ester (5 g, 14.4 mmol) in AcOH (30 mL) containing iron powder (2.4 g, 43.3 mmol) was stirred at 95° C. for 1 h. After that time a second aliquot of iron powder was added (803 mg, 14.4 mmol) and the stirring was maintained for an additional hour. The solvent was then removed in vacuo and the residue dissolved in EtOAc. The solid was collected by filtration and dissolved in 2 M aqueous HCl (20 mL). The mixture was stirred for 1... Solvent: C(C)#N (acetonitrile). Procedure details: A suspension of 1-(3-((6-chloro-2-naphthyl)sulfonyl)propionyl)piperazine (1.5 g) obtained in Example 3a), 4-chloromethyl-1,3-thiazol-2-amine hydrochloride (0.76 g) and potassium carbonate (1.12 g) in acetonitrile (50 mL) was refluxed for 4 hours, and then the solvent was distilled off under reduced pressure. The residue was diluted with potassium carbonate, and extracted with chloroform. The extract was dried over anhydrous magnesium sulfate, and then the solvent was distilled off under reduced ... The yield is 71.5%. Reaction SMILES: [Cl:1][C:2]1[CH:3]=[C:4]2[C:9](=[CH:10][CH:11]=1)[CH:8]=[C:7]([S:12]([CH2:15][CH2:16][C:17]([N:19]1[CH2:24][CH2:23][NH:22][CH2:21][CH2:20]1)=[O:18])(=[O:14])=[O:13])[CH:6]=[CH:5]2.Cl.Cl[CH2:27][C:28]1[N:29]=[C:30]([NH2:33])[S:31][CH:32]=1.C(=O)([O-])[O-].[K+].[K+]>C(#N)C>[Cl:1][C:2]1[CH:3]=[C:4]2[C:9](=[CH:10][CH:11]=1)[CH:8]=[C:7]([S:12]([CH2:15][CH2:16][C:17]([N:19]1[CH2:20][CH2:21][N:22]([CH2:27][C:28]3[N:29]=[C:30]([NH2:33])[S:31][CH:32]=3)[CH2:23][CH2:24]1)=[O:18])(=[O:14])=[O:13])[CH:6]=[CH:5]2 |f:1.2,3.4.5|. The product is ClC=1C=C2C=CC(=CC2=CC1)S(=O)(=O)CCC(=O)N1CCN(CC1)CC=1N=C(SC1)N (4-((4-(3-((6-Chloro-2-naphthyl)sulfonyl)propanoyl)-1-piperazinyl)methyl)-1,3-thiazol-2-amine). Starting materials: ClC=1C=C2C=CC(=CC2=CC1)S(=O)(=O)CCC(=O)N1CCNCC1 (1-(3-((6-chloro-2-naphthyl)sulfonyl)propionyl)piperazine), Cl.ClCC=1N=C(SC1)N (4-chloromethyl-1,3-thiazol-2-amine hydrochloride), C([O-])([O-])=O.[K+].[K+] (potassium carbonate). Reactants: aminopyridazines, CN(C=1N=NC(=CC1C)C1=CSC=C1)C (3-(Dimethylamino)-4-methyl-6-(3-thienyl)pyridazine), 2-thienyl, ClC=1N=NC(=CC1C)C=1SC=CC1 (3-chloro-4-methyl-6-(2-thienyl)pyridazine), ClC=1N=NC(=C(C1C)C)C1=CC=CC=C1 (3-chloro-4,5-dimethyl-6-phenylpyridazine). Yields the product CN(C=1N=NC(=CC1C)C=1SC=CC1)C (3-dimethylamino-4-methyl-6-(2-thienyl)pyridazine). Reaction SMILES: Cl[C:2]1[N:3]=[N:4][C:5]([C:9]2[S:10][CH:11]=[CH:12][CH:13]=2)=[CH:6][C:7]=1[CH3:8].ClC1N=NC(C2C=CC=CC=2)=C(C)C=1C.[CH3:29][N:30](C)[C:31]1N=NC(C2C=CSC=2)=CC=1C>>[CH3:29][N:30]([CH3:31])[C:2]1[N:3]=[N:4][C:5]([C:9]2[S:10][CH:11]=[CH:12][CH:13]=2)=[CH:6][C:7]=1[CH3:8]. Procedure details: The above-named compound is prepared in the same manner as described for the aminopyridazines of Example 38, excepting that 3-chloro-4-methyl-6-(2-thienyl)pyridazine is substituted for 3-chloro-4,5-dimethyl-6-phenylpyridazine. The product obtained has a melting point of 50°-52° C. 3-(Dimethylamino)-4-methyl-6-(3-thienyl)pyridazine, a red oil, (Example 51a) is made in the same manner as described above for the 2-thienyl derivative. Starting materials: BrBr (Bromine), C1=2C(=O)OC(NC1=CC=CC2)=O (isatoic anhydride). The solvent is O (water). Product: BrC1=CC2=C(NC(OC2=O)=O)C=C1 (6-bromo-1H-benzo[d][1,3]oxazine-2,4-dione). The yield is 85.1%. RXN SMILES: [Br:1]Br.[C:3]12[C:9](=[CH:10][CH:11]=[CH:12][CH:13]=1)[NH:8][C:7](=[O:14])[O:6][C:4]2=[O:5]>O>[Br:1][C:12]1[CH:11]=[CH:10][C:9]2[NH:8][C:7](=[O:14])[O:6][C:4](=[O:5])[C:3]=2[CH:13]=1. Reported procedure: Bromine (35 mL, 660 mmol) was added dropwise to a suspension of isatoic anhydride (100 g, 610 mmol) in 1.6 L water at 50° C. This temperature was maintained for an additional 2 hours. After cooling the solution to room temperature, the solid was filtered and washed twice with water and twice with acetone, yielding 125.6 g (85%) 6-bromo-1H-benzo[d][1,3]oxazine-2,4-dione as a pink solid. Starting materials: Cc1ccc(S(=O)(=O)O)cc1, Cc1ccccc1, CC(C)c1cccc(C(C)C)c1N, O=Cc1cccc(Br)n1. Product: CC(C)c1cccc(C(C)C)c1N=c1cccc(Br)[nH]1. Reaction SMILES: [CH3:23][c:24]1[cH:25][cH:26][c:27]([S:28](=[O:29])(=[O:30])[OH:31])[cH:32][cH:33]1.[CH3:34][c:35]1[cH:36][cH:37][cH:38][cH:39][cH:40]1.[CH:10]([CH3:11])([CH3:12])[c:13]1[c:14]([NH2:15])[c:16]([CH:20]([CH3:21])[CH3:22])[cH:17][cH:18][cH:19]1.[CH:1](=[O:2])[c:3]1[n:4][c:5]([Br:9])[cH:6][cH:7][cH:8]1>>[c:3]1(=[N:15][c:14]2[c:13]([CH:10]([CH3:11])[CH3:12])[cH:19][cH:18][cH:17][c:16]2[CH:20]([CH3:21])[CH3:22])[nH:4][c:5]([Br:9])[cH:6][cH:7][cH:8]1. Reactants: Cl.NCC1=C(N(C2=NC(=CC=C2C1=O)C(F)(F)F)C1=CC=CC=C1)C(=O)OC (methyl 3-(aminomethyl)-4-oxo-1-phenyl-7-(trifluoromethyl)-1,4-dihydro-1,8-naphthyridine-2-carboxylate hydrochloride), S(N)(=O)(=O)C1=CC=C(C(=O)O)C=C1 (4-sulfamoyl-benzoic acid). The product is COC(=O)C=1N(C2=NC(=CC=C2C(C1CNC(C1=CC=C(C=C1)S(N)(=O)=O)=O)=O)C(F)(F)F)C1=CC=CC=C1 (4-Oxo-1-phenyl-3-[(4-sulfamoyl-benzoylamino)-methyl]-7-trifluoromethyl-1,4-dihydro-[1,8]naphthyridine-2-carboxylic acid methyl ester). Reaction SMILES: Cl.[NH2:2][CH2:3][C:4]1[C:13](=[O:14])[C:12]2[C:7](=[N:8][C:9]([C:15]([F:18])([F:17])[F:16])=[CH:10][CH:11]=2)[N:6]([C:19]2[CH:24]=[CH:23][CH:22]=[CH:21][CH:20]=2)[C:5]=1[C:25]([O:27][CH3:28])=[O:26].[S:29]([C:33]1[CH:41]=[CH:40][C:36]([C:37](O)=[O:38])=[CH:35][CH:34]=1)(=[O:32])(=[O:31])[NH2:30]>>[CH3:28][O:27][C:25]([C:5]1[N:6]([C:19]2[CH:20]=[CH:21][CH:22]=[CH:23][CH:24]=2)[C:7]2[C:12]([C:13](=[O:14])[C:4]=1[CH2:3][NH:2][C:37](=[O:38])[C:36]1[CH:40]=[CH:41][C:33]([S:29](=[O:32])(=[O:31])[NH2:30])=[CH:34][CH:35]=1)=[CH:11][CH:10]=[C:9]([C:15]([F:16])([F:17])[F:18])[N:8]=2)=[O:26] |f:0.1|. Procedure details: 4-Oxo-1-phenyl-3-[(4-sulfamoyl-benzoylamino)-methyl]-7-trifluoromethyl-1,4-dihydro-[1,8]naphthyridine-2-carboxylic acid methyl ester was prepared starting from intermediate J and 4-sulfamoyl-benzoic acid. 1H NMR (400 MHz, DMSO-d6) δ ppm 8.90 (d, J=8.06 Hz, 1H) 8.77 (t, J=4.63 Hz, 1H) 7.91-8.00 (m, 3H) 7.83-7.89 (m, 2H) 7.52-7.59 (m, 3H) 7.47 (s, 2H) 7.43 (dd, J=6.75, 2.72 Hz, 2H) 4.46 (d, J=4.83 Hz, 2H) 3.40 (s, 3H). MS calcd. for C25H19F3N4O6S [(M+H)+] 561.1, obsd. 561.1.